Dataset: the Open Reaction Database (ORD), a public repository of structured organic reaction records. Task: describe an organic reaction: reactants, conditions, products, and yield Starting materials: CCO, CONC(=N)c1cccc(C)n1, [Cl-], [NH4+], O. The product is Cc1cccc(C(=N)N)n1. Reaction SMILES: [CH3:15][CH2:16][OH:17].[CH3:1][O:2][NH:3][C:4](=[NH:5])[c:6]1[n:7][c:8]([CH3:12])[cH:9][cH:10][cH:11]1.[Cl-:13].[NH4+:14].[OH2:18]>>[NH:3]=[C:4]([NH2:5])[c:6]1[n:7][c:8]([CH3:12])[cH:9][cH:10][cH:11]1. Reaction SMILES: [Cl:47][CH2:48][Cl:49].[NH2:1][CH2:2][CH:3]1[CH2:4][CH2:5][CH:6]([CH2:9][N:10]([S:11](=[O:12])(=[O:13])[NH:14][C:15]([c:16]2[cH:17][c:18]([C:26]([F:27])([F:28])[F:29])[cH:19][c:20]([C:22]([F:23])([F:24])[F:25])[cH:21]2)=[O:30])[CH2:31][c:32]2[cH:33][cH:34][cH:35][cH:36][cH:37]2)[CH2:7][CH2:8]1.[O:38]=[C:39]=[N:40][c:41]1[cH:42][cH:43][cH:44][cH:45][cH:46]1>>[NH:1]([CH2:2][CH:3]1[CH2:4][CH2:5][CH:6]([CH2:9][N:10]([S:11](=[O:12])(=[O:13])[NH:14][C:15]([c:16]2[cH:17][c:18]([C:26]([F:27])([F:28])[F:29])[cH:19][c:20]([C:22]([F:23])([F:24])[F:25])[cH:21]2)=[O:30])[CH2:31][c:32]2[cH:33][cH:34][cH:35][cH:36][cH:37]2)[CH2:7][CH2:8]1)[C:39](=[O:38])[NH:40][c:41]1[cH:42][cH:43][cH:44][cH:45][cH:46]1. Starting materials: ClCCl, NCC1CCC(CN(Cc2ccccc2)S(=O)(=O)NC(=O)c2cc(C(F)(F)F)cc(C(F)(F)F)c2)CC1, O=C=Nc1ccccc1. Product: O=C(NCC1CCC(CN(Cc2ccccc2)S(=O)(=O)NC(=O)c2cc(C(F)(F)F)cc(C(F)(F)F)c2)CC1)Nc1ccccc1. Starting materials: FC1=C(C=CC=C1F)[C@@H]1CC=2C(=NC=CC2)[C@H](CC1)O (Racemic trans-6-(2,3-difluorophenyl)-6,7,8,9-tetrahydro-5H-cyclohepta[b]pyridin-9-ol), FC1=C(C=CC=C1F)[C@@H]1CC=2C(=NC=CC2)[C@@H](CC1)O (cis-6-(2,3-difluorophenyl)-6,7,8,9-tetrahydro-5H-cyclohepta[b]pyridin-9-ol). Solvent: C(Cl)Cl (CH2Cl2). Yields the product FC1=C(C=CC=C1F)C1CC=2C(=NC=CC2)CCC1 (6-(2,3-difluorophenyl)-6,7,8,9-tetrahydro-5H-cyclohepta[b]pyridine). Reaction SMILES: [F:1][C:2]1[C:7]([F:8])=[CH:6][CH:5]=[CH:4][C:3]=1[C@H:9]1[CH2:19][CH2:18][C@H:17](O)[C:12]2=[N:13][CH:14]=[CH:15][CH:16]=[C:11]2[CH2:10]1.FC1C(F)=CC=CC=1[C@H]1CC[C@@H](O)C2=NC=CC=C2C1>C(Cl)Cl>[F:1][C:2]1[C:7]([F:8])=[CH:6][CH:5]=[CH:4][C:3]=1[CH:9]1[CH2:19][CH2:18][CH2:17][C:12]2=[N:13][CH:14]=[CH:15][CH:16]=[C:11]2[CH2:10]1. Procedure: Racemic trans-6-(2,3-difluorophenyl)-6,7,8,9-tetrahydro-5H-cyclohepta[b]pyridin-9-ol and cis-6-(2,3-difluorophenyl)-6,7,8,9-tetrahydro-5H-cyclohepta[b]pyridin-9-ol. In a 100 mL round-bottomed flask was 6-(2,3-difluorophenyl)-6,7,8,9-tetrahydro-5H-cyclohepta[b]pyridine (106 mg, 0.409 mmol) in CH2Cl2 (4 ml) to give a colorless solution. mCPBA (137 mg, 0.613 mmol) was added and the resulted solution was stirred at rt overnight. 19 h: LCMS indicated complete conversion to the N-oxide. The mixture wa...